From a dataset of the Open Reaction Database (ORD), a public repository of structured organic reaction records. describe an organic reaction: reactants, conditions, products, and yield Starting materials: ClC1=C(C(=NC=N1)N)OC (6-Chloro-5-methoxy-pyrimidin-4-ylamine), Cl.N1(CCC1)CCN1C(=NC(=C1)C1=CC(=NC=C1)C(F)(F)F)C1CCNCC1 (4-[1-(2-Azetidin-1-yl-ethyl)-2-piperidin-4-yl-1H-imidazol-4-yl]-2-trifluoromethyl-pyridine hydrochloride), C(=O)([O-])[O-].[Cs+].[Cs+] (Cs2CO3). Solvent: CS(=O)C (DMSO). Reaction conditions: temperature 120 celsius, time 2 day. Yields the product N1(CCC1)CCN1C(=NC(=C1)C1=CC(=NC=C1)C(F)(F)F)C1CCN(CC1)C1=C(C(=NC=N1)N)OC (6-(4-(1-(2-(azetidin-1-yl)ethyl)-4-(2-(trifluoromethyl)pyridin-4-yl)-1H-imidazol-2-yl)piperidin-1-yl)-5-methoxypyrimidin-4-amine). RXN SMILES: Cl[C:2]1[N:7]=[CH:6][N:5]=[C:4]([NH2:8])[C:3]=1[O:9][CH3:10].Cl.[N:12]1([CH2:16][CH2:17][N:18]2[CH:22]=[C:21]([C:23]3[CH:28]=[CH:27][N:26]=[C:25]([C:29]([F:32])([F:31])[F:30])[CH:24]=3)[N:20]=[C:19]2[CH:33]2[CH2:38][CH2:37][NH:36][CH2:35][CH2:34]2)[CH2:15][CH2:14][CH2:13]1.C([O-])([O-])=O.[Cs+].[Cs+]>CS(C)=O>[N:12]1([CH2:16][CH2:17][N:18]2[CH:22]=[C:21]([C:23]3[CH:28]=[CH:27][N:26]=[C:25]([C:29]([F:32])([F:30])[F:31])[CH:24]=3)[N:20]=[C:19]2[CH:33]2[CH2:34][CH2:35][N:36]([C:2]3[N:7]=[CH:6][N:5]=[C:4]([NH2:8])[C:3]=3[O:9][CH3:10])[CH2:37][CH2:38]2)[CH2:13][CH2:14][CH2:15]1 |f:1.2,3.4.5|. Procedure details: A reaction mixture of 6-Chloro-5-methoxy-pyrimidin-4-ylamine (45.00 mg; 0.28 mmol; 1.00 eq.), 4-[1-(2-Azetidin-1-yl-ethyl)-2-piperidin-4-yl-1H-imidazol-4-yl]-2-trifluoromethyl-pyridine hydrochloride (4) (148.13 mg; 0.28 mmol; 1.00 eq.), and Cs2CO3 (367.53 mg; 1.13 mmol; 4.00 eq.) in DMSO 1.0 ml was stirred at 120° C. for 2 days, purified by HPLC collected title compound 17 mg. LC-MS: (M+1=503, obsd.=503). Starting materials: CC(C)CC(C(=O)Nn1c(=O)[nH]n(C)c1=O)C(CCCc1ccccc1)C(=O)NOCc1ccccc1, CCOCC, CO. The product is CC(C)CC(C(=O)Nn1c(=O)[nH]n(C)c1=O)C(CCCc1ccccc1)C(=O)NO. Reaction SMILES: [CH2:1]([c:2]1[cH:3][cH:4][cH:5][cH:6][cH:7]1)[O:8][NH:9][C:10](=[O:11])[CH:12]([CH2:13][CH2:14][CH2:15][c:16]1[cH:17][cH:18][cH:19][cH:20][cH:21]1)[CH:22]([C:23](=[O:24])[NH:25][n:26]1[c:27](=[O:33])[nH:28][n:29]([CH3:32])[c:30]1=[O:31])[CH2:34][CH:35]([CH3:36])[CH3:37].[CH3:38][CH2:39][O:40][CH2:41][CH3:42].[CH3:43][OH:44]>>[OH:8][NH:9][C:10](=[O:11])[CH:12]([CH2:13][CH2:14][CH2:15][c:16]1[cH:17][cH:18][cH:19][cH:20][cH:21]1)[CH:22]([C:23](=[O:24])[NH:25][n:26]1[c:27](=[O:33])[nH:28][n:29]([CH3:32])[c:30]1=[O:31])[CH2:34][CH:35]([CH3:36])[CH3:37].